Dataset: the Open Reaction Database (ORD), a public repository of structured organic reaction records. Task: describe an organic reaction: reactants, conditions, products, and yield Reaction conditions: temperature 45 celsius, time 7 hour. Starting materials: C(C)[SiH](CC)CC (Triethylsilane), C(C)(C)(C)ONC(=O)[C@@]1([C@@H](CCC1)NS(=O)(=O)C1=CC=C(C=C1)OCC1=CC(=NC2=CC=CC=C12)C)F ((1R,2R)-N-(tert-butoxy)-1-fluoro-2-[({4-[(2-methylquinolin-4-yl)methoxy]phenyl}sulfonyl)amino]cyclopentane carboxamide). Run in FC(C(=O)O)(F)F (trifluoroacetic acid). Reaction SMILES: C([SiH](CC)CC)C.C([O:12][NH:13][C:14]([C@@:16]1([F:44])[CH2:20][CH2:19][CH2:18][C@H:17]1[NH:21][S:22]([C:25]1[CH:30]=[CH:29][C:28]([O:31][CH2:32][C:33]2[C:42]3[C:37](=[CH:38][CH:39]=[CH:40][CH:41]=3)[N:36]=[C:35]([CH3:43])[CH:34]=2)=[CH:27][CH:26]=1)(=[O:24])=[O:23])=[O:15])(C)(C)C>FC(F)(F)C(O)=O>[F:44][C@:16]1([C:14]([NH:13][OH:12])=[O:15])[CH2:20][CH2:19][CH2:18][C@H:17]1[NH:21][S:22]([C:25]1[CH:30]=[CH:29][C:28]([O:31][CH2:32][C:33]2[C:42]3[C:37](=[CH:38][CH:39]=[CH:40][CH:41]=3)[N:36]=[C:35]([CH3:43])[CH:34]=2)=[CH:27][CH:26]=1)(=[O:23])=[O:24]. The product is F[C@]1([C@@H](CCC1)NS(=O)(=O)C1=CC=C(C=C1)OCC1=CC(=NC2=CC=CC=C12)C)C(=O)NO ((1R,2R)-1-fluoro-N-hydroxy-2-[({4-[(2-methylquinolin-4-yl)methoxy]phenyl}sulfonyl)amino]cyclopentanecarboxamide). Procedure details: Triethylsilane (0.1 mL, 0.63 mmol) was added to a solution of (1R,2R)-N-(tert-butoxy)-1-fluoro-2-[({4-[(2-methylquinolin-4-yl)methoxy]phenyl}sulfonyl)amino]cyclopentane carboxamide (0.13 g, 0.25 mmol) in trifluoroacetic acid (2 mL). The reaction mixture was stirred at 45° C. for 7 h, and then concentrated and chased three times with methanol/toluene. The residue was purified using silica chromatography, eluting with a gradient of 5-10% MeOH/CH2Cl2 to afford (1R,2R)-1-fluoro-N-hydroxy-2-[({4-[(2-... Isolated yield 89.5%. Starting materials: S(O)(O)(=O)=O (sulphuric acid), C(C)OCOC=1C=C(C=C(C1)OCOCC)C=CC=1C=C(C=CC1)C=CCCCC(C(C)C)O (8-{3-[2-(3,5-bis-ethoxymethoxyphenyl)vinyl]phenyl}-2-methyloct-7-en-3-ol). Run in C1CCOC1 (THF), CO (methanol). Yields the product OC(CCCC=CC=1C=C(C=CC1)C=CC=1C=C(C=C(C1)O)O)C(C)C (5-{2-[3-(6-Hydroxy-7-methyloct-1-enyl)phenyl]-vinyl}benzene-1,3-diol). Reaction SMILES: S(=O)(=O)(O)O.C(OC[O:10][C:11]1[CH:12]=[C:13]([CH:22]=[CH:23][C:24]2[CH:25]=[C:26]([CH:30]=[CH:31][CH2:32][CH2:33][CH2:34][CH:35]([OH:39])[CH:36]([CH3:38])[CH3:37])[CH:27]=[CH:28][CH:29]=2)[CH:14]=[C:15]([O:17]COCC)[CH:16]=1)C>CO.C1COCC1>[OH:39][CH:35]([CH:36]([CH3:38])[CH3:37])[CH2:34][CH2:33][CH2:32][CH:31]=[CH:30][C:26]1[CH:25]=[C:24]([CH:23]=[CH:22][C:13]2[CH:12]=[C:11]([OH:10])[CH:16]=[C:15]([OH:17])[CH:14]=2)[CH:29]=[CH:28][CH:27]=1. Procedure: In a manner similar to Example 1(j), by reacting 0.3 ml of concentrated sulphuric acid in 2.5 ml of methanol with 126 mg (0.27 mmol) of 8-{3-[2-(3,5-bis-ethoxymethoxyphenyl)vinyl]phenyl}-2-methyloct-7-en-3-ol in 2.5 ml of THF, after purification on a silica column (ethyl acetate 40-heptane 60), a beige powder (m=60 mg; Y=63%) is obtained. Starting materials: C(C)N1C=C(C(C2=CC(=CN=C12)NC1CC2=CC=CC=C2C1)=O)C(=O)OCC (ethyl 1-ethyl-6-(indan-2-ylamino)-4-oxo-1,8-naphthyridine-3-carboxylate), [OH-].[Na+] (sodium hydroxide), C(CC(O)(C(=O)O)CC(=O)O)(=O)O (citric acid). Solvent: C(C)O (Ethanol). Conditions: temperature 52.5 celsius. The product is C(C)N1C=C(C(C2=CC(=CN=C12)NC1CC2=CC=CC=C2C1)=O)C(=O)O (1-Ethyl-6-(indan-2-ylamino)-4-oxo-1,8-naphthyridine-3-carboxylic Acid). Isolated yield 90.0%. RXN SMILES: [CH2:1]([N:3]1[C:12]2[C:7](=[CH:8][C:9]([NH:13][CH:14]3[CH2:22][C:21]4[C:16](=[CH:17][CH:18]=[CH:19][CH:20]=4)[CH2:15]3)=[CH:10][N:11]=2)[C:6](=[O:23])[C:5]([C:24]([O:26]CC)=[O:25])=[CH:4]1)[CH3:2].[OH-].[Na+].C(O)(=O)CC(CC(O)=O)(C(O)=O)O>C(O)C>[CH2:1]([N:3]1[C:12]2[C:7](=[CH:8][C:9]([NH:13][CH:14]3[CH2:15][C:16]4[C:21](=[CH:20][CH:19]=[CH:18][CH:17]=4)[CH2:22]3)=[CH:10][N:11]=2)[C:6](=[O:23])[C:5]([C:24]([OH:26])=[O:25])=[CH:4]1)[CH3:2] |f:1.2|. Procedure details: Ethanol (42.0 L) was added to reactor at 25-30° C., followed by ethyl 1-ethyl-6-(indan-2-ylamino)-4-oxo-1,8-naphthyridine-3-carboxylate (4.20 kg) with stirring. Aqueous sodium hydroxide solution (prepared by dissolving 3.4 kg of sodium hydroxide into 42.0 L of water) was added to reaction mixture at 25-30° C. and reactor temperature was raised to 50-55° C. The reaction mixture was stirred at 50-55° C. for 2 h and reaction progress was monitored by TLC. After completion of hydrolysis (˜3 h), the ... The reactants are C(CCC)[B-](C1=CC=CC=C1)(C1=CC=CC=C1)C1=CC=CC=C1.[Li+] (lithium butyltriphenylborate), [Cl-].C[S+](NC1=CC=CC=C1)C (dimethyl-N-phenylaminosulfonium chloride), O (water), resultant mixture. The solvent is C(C)#N (acetonitrile), CO (methanol). Yields the product C[S+](NC1=CC=CC=C1)C.C(CCC)[B-](C1=CC=CC=C1)(C1=CC=CC=C1)C1=CC=CC=C1 (dimethyl-N-phenylaminosulfonium butyltriphenylborate). Isolated yield 45.2%. Reaction SMILES: [CH2:1]([B-:5]([C:18]1[CH:23]=[CH:22][CH:21]=[CH:20][CH:19]=1)([C:12]1[CH:17]=[CH:16][CH:15]=[CH:14][CH:13]=1)[C:6]1[CH:11]=[CH:10][CH:9]=[CH:8][CH:7]=1)[CH2:2][CH2:3][CH3:4].[Li+].[Cl-].[CH3:26][S+:27]([CH3:35])[NH:28][C:29]1[CH:34]=[CH:33][CH:32]=[CH:31][CH:30]=1.O>C(#N)C.CO>[CH3:26][S+:27]([CH3:35])[NH:28][C:29]1[CH:34]=[CH:33][CH:32]=[CH:31][CH:30]=1.[CH2:1]([B-:5]([C:18]1[CH:23]=[CH:22][CH:21]=[CH:20][CH:19]=1)([C:6]1[CH:7]=[CH:8][CH:9]=[CH:10][CH:11]=1)[C:12]1[CH:17]=[CH:16][CH:15]=[CH:14][CH:13]=1)[CH2:2][CH2:3][CH3:4] |f:0.1,2.3,7.8|. Reported procedure: A solution of 3.00 g of lithium butyltriphenylborate in 100 ml of acetonitrile was added to a solution of 1.86 g of dimethyl-N-phenylaminosulfonium chloride in 100 ml of methanol, and the resultant mixture was stirred at room temperature for 30 minutes. The reaction mixture was poured into 500 ml of water, and the resultant oily component was separated, recovered, washed with water and recrystallized from dichloromethane/ether to give 2.01 g of dimethyl-N-phenylaminosulfonium-butyltriphenylborat... The reactants are COC(C)(OC)OC (1,1,1-trimethoxyethane), NC1=C(C(=O)OC)C=CC(=C1)C(=O)OC (dimethyl 2-aminoterephthalate). The product is COC(C)=NC1=C(C(=O)OC)C=CC(=C1)C(=O)OC (Dimethyl 2-(1-methoxyethylideneamino)terephthalate). Reaction SMILES: [CH3:1][O:2][C:3](OC)(OC)[CH3:4].[NH2:9][C:10]1[CH:19]=[C:18]([C:20]([O:22][CH3:23])=[O:21])[CH:17]=[CH:16][C:11]=1[C:12]([O:14][CH3:15])=[O:13]>>[CH3:1][O:2][C:3](=[N:9][C:10]1[CH:19]=[C:18]([C:20]([O:22][CH3:23])=[O:21])[CH:17]=[CH:16][C:11]=1[C:12]([O:14][CH3:15])=[O:13])[CH3:4]. Procedure: 3.8 g (32 mmmol) of 1,1,1-trimethoxyethane and 1.5 g (7.17 nmuol) of dimethyl 2-aminoterephthalate are introduced into a reactor. The medium is stirred and refluxed for 5 h, and then concentrated to dryness at 50° C. under a vacuum of less than 1 mm Hg. 1.4 g of a thick brown oil are obtained.—TLC (99/1 CH2Cl2/MeOH): Rf=0.7 -0.8. The reactants are NC1=C(C#N)C=C(C=C1Br)Br (2-amino-3,5-dibromobenzonitrile), COC1=CC=C(C=C1)B(O)O (4-methoxyphenylboronic acid), [F-].[Cs+] (cesium fluoride). Reagents/catalysts: [Pd].C1(=CC=CC=C1)P(C1=CC=CC=C1)C1=CC=CC=C1.C1(=CC=CC=C1)P(C1=CC=CC=C1)C1=CC=CC=C1.C1(=CC=CC=C1)P(C1=CC=CC=C1)C1=CC=CC=C1.C1(=CC=CC=C1)P(C1=CC=CC=C1)C1=CC=CC=C1 (tetrakis(triphenylphosphine)-palladium(0)). Conditions: temperature 80 celsius. Yields the product NC1=C(C=C(C=C1C#N)C1=CC=C(C=C1)OC)C1=CC=C(C=C1)OC (4′-amino-4,4″-dimethoxy-[1,1′:3′,1″-terphenyl]-5′-carbonitrile). Isolated yield 89.2%. RXN SMILES: [NH2:1][C:2]1[C:9](Br)=[CH:8][C:7](Br)=[CH:6][C:3]=1[C:4]#[N:5].[CH3:12][O:13][C:14]1[CH:19]=[CH:18][C:17](B(O)O)=[CH:16][CH:15]=1.[F-].[Cs+]>[Pd].C1(P(C2C=CC=CC=2)C2C=CC=CC=2)C=CC=CC=1.C1(P(C2C=CC=CC=2)C2C=CC=CC=2)C=CC=CC=1.C1(P(C2C=CC=CC=2)C2C=CC=CC=2)C=CC=CC=1.C1(P(C2C=CC=CC=2)C2C=CC=CC=2)C=CC=CC=1>[NH2:1][C:2]1[C:3]([C:4]#[N:5])=[CH:6][C:7]([C:17]2[CH:18]=[CH:19][C:14]([O:13][CH3:12])=[CH:15][CH:16]=2)=[CH:8][C:9]=1[C:17]1[CH:18]=[CH:19][C:14]([O:13][CH3:12])=[CH:15][CH:16]=1 |f:2.3,4.5.6.7.8|. Procedure: A mixture of 2-amino-3,5-dibromobenzonitrile (250 mg, 0.906 mmol), 4-methoxyphenylboronic acid (330 mg, 2.17 mmol), tetrakis(triphenylphosphine)-palladium(0) (52 mg, 0.045 mmol) and cesium fluoride (661 mg, 4.35 mmol) was placed in a vial and flushed with nitrogen. Dimethoxyethane (4.5 mL) was added and the reaction was heated at 80° C. for 7 hr. After cooling to room temperature, the reaction was partitioned between ethyl acetate and saturated aqueous sodium bicarbonate solution. The organic ph...